Dataset: the Open Reaction Database (ORD), a public repository of structured organic reaction records. Task: describe an organic reaction: reactants, conditions, products, and yield Starting materials: [BH4-], O=Cc1ccc2n1-c1ccccc1OC21CCN(Cc2ccccc2)CC1, CO, [Na+]. Product: OCc1ccc2n1-c1ccccc1OC21CCN(Cc2ccccc2)CC1. Reaction SMILES: [BH4-:28].[CH2:1]([c:2]1[cH:3][cH:4][cH:5][cH:6][cH:7]1)[N:8]1[CH2:9][CH2:10][C:11]2([c:12]3[n:13]([c:21]([CH:24]=[O:25])[cH:22][cH:23]3)-[c:14]3[c:15]([cH:17][cH:18][cH:19][cH:20]3)[O:16]2)[CH2:26][CH2:27]1.[CH3:30][OH:31].[Na+:29]>>[CH2:1]([c:2]1[cH:3][cH:4][cH:5][cH:6][cH:7]1)[N:8]1[CH2:9][CH2:10][C:11]2([c:12]3[n:13]([c:21]([CH2:24][OH:25])[cH:22][cH:23]3)-[c:14]3[c:15]([cH:17][cH:18][cH:19][cH:20]3)[O:16]2)[CH2:26][CH2:27]1.